describe an organic reaction: reactants, conditions, products, and yield From a dataset of the Open Reaction Database (ORD), a public repository of structured organic reaction records. The reactants are C(C)(=O)O[BH-](OC(C)=O)OC(C)=O.[Na+] (sodium triacetoxyborohydride), NC1CCN(CC1)CCN1C=CC(C2=CC=C(C=C12)OC)=O (1-[2-(4-aminopiperidin-1-yl)ethyl]-7-methoxyquinolin-4(1H)-one), NC1CCN(CC1)CCN1C=CC(C2=CC=C(C=C12)OC)=O (1-[2-(4-aminopiperidin-1-yl)ethyl]-7-methoxyquinolin-4(1H)-one), O1CCOC=2C=NC(=CC21)C=O (2,3-dihydro[1,4]dioxino[2,3-c]pyridine-7-carbaldehyde). Run in C(Cl)(Cl)Cl.CO (chloroform methanol). Reaction conditions: temperature 0 celsius, time 30 minute. Product: O1CCOC=2C=NC(=CC21)CNC2CCN(CC2)CCN2C=CC(C1=CC=C(C=C21)OC)=O (1-(2-{4-[(2,3-Dihydro[1,4]dioxino[2,3-c]pyridin-7-ylmethyl)amino]piperidin-1-yl}ethyl)-7-methoxyquinolin-4(1H)-one). Reaction SMILES: [NH2:1][CH:2]1[CH2:7][CH2:6][N:5]([CH2:8][CH2:9][N:10]2[C:19]3[C:14](=[CH:15][CH:16]=[C:17]([O:20][CH3:21])[CH:18]=3)[C:13](=[O:22])[CH:12]=[CH:11]2)[CH2:4][CH2:3]1.[O:23]1[C:32]2[CH:31]=[C:30]([CH:33]=O)[N:29]=[CH:28][C:27]=2[O:26][CH2:25][CH2:24]1.C(O[BH-](OC(=O)C)OC(=O)C)(=O)C.[Na+]>C(Cl)(Cl)Cl.CO>[O:23]1[C:32]2[CH:31]=[C:30]([CH2:33][NH:1][CH:2]3[CH2:7][CH2:6][N:5]([CH2:8][CH2:9][N:10]4[C:19]5[C:14](=[CH:15][CH:16]=[C:17]([O:20][CH3:21])[CH:18]=5)[C:13](=[O:22])[CH:12]=[CH:11]4)[CH2:4][CH2:3]3)[N:29]=[CH:28][C:27]=2[O:26][CH2:25][CH2:24]1 |f:2.3,4.5|. Reported procedure: A solution of 1-[2-(4-aminopiperidin-1-yl)ethyl]-7-methoxyquinolin-4(1H)-one (Intermediate 8, 60 mg, 0.20 mmol) and 2,3-dihydro[1,4]dioxino[2,3-c]pyridine-7-carbaldehyde (WO 2004/058144) (33 mg, 0.20 mmol) in dry chloroform/methanol (5 mL, 1:1) was heated over 3 Å molecular sieves at 70° C. for 3 hours. The reaction mixture was cooled to 0° C., and sodium triacetoxyborohydride (127 mg, 0.6 mmol) was added and the resulting mixture was stirred at room temperature for 30 minutes. The mixture was t...